describe an organic reaction: reactants, conditions, products, and yield From a dataset of the Open Reaction Database (ORD), a public repository of structured organic reaction records. Reactants: C(CCC)[Li] (n-butyl lithium), Cl[Si](C)(C)C (chlorotrimethylsilane), C(C)(C)NC(C)C (diisopropylamine), C(C(C)C)(=O)OCCN(C)C (2-dimethylaminoethyl isobutyrate). The solvent is O1CCCC1 (tetrahydrofuran), CCCCCC (hexane). Conditions: temperature -78 celsius, time 30 minute. Product: CN(CCOC(=C(C)C)O[Si](C)(C)C)C (1-(2-dimethylaminoethoxy)-1-trimethylsiloxy-2-methyl-1-propene). Yield: 62.5%. As a reaction SMILES: C(NC(C)C)(C)C.C([Li])CCC.[C:13]([O:18][CH2:19][CH2:20][N:21]([CH3:23])[CH3:22])(=[O:17])[CH:14]([CH3:16])[CH3:15].Cl[Si:25]([CH3:28])([CH3:27])[CH3:26]>O1CCCC1.CCCCCC>[CH3:23][N:21]([CH3:22])[CH2:20][CH2:19][O:18][C:13]([O:17][Si:25]([CH3:28])([CH3:27])[CH3:26])=[C:14]([CH3:16])[CH3:15]. Procedure: To a solution of 31.78 g (44 mL, 0.314 mol) of diisopropylamine (Aldrich gold label) in 300 mL of tetrahydrofuran at -5° to 0° C. was added over a period of about 30 min. 0.314 mol of 1.6N n-butyl lithium in hexane (196 mL). After 30 min at 0° C., the solution was cooled to -78° C. and 50 g (0.314 mol) of 2-dimethylaminoethyl isobutyrate, prepared as above, was added keeping the temperature below -70° C. Then 34.11 g (39.9 mL, 0.314 mol) of chlorotrimethylsilane was added below -70° C. After war... The reactants are C(C1=CC=CC=C1)OC1=C2C=C(N(C2=CC=C1)C)C(=O)OCC (ethyl 4-benzyloxy-1-methylindole-2-carboxylate). The reagents and catalysts are [C].[Pd] (palladium-carbon). Solvent: C(C)O (ethanol). Reaction conditions: time 8 hour. Product: OC1=C2C=C(N(C2=CC=C1)C)C(=O)OCC (ethyl 4-hydroxy-1-methylindole-2-carboxylate). Isolated yield 86.8%. Reaction SMILES: C([O:8][C:9]1[CH:17]=[CH:16][CH:15]=[C:14]2[C:10]=1[CH:11]=[C:12]([C:19]([O:21][CH2:22][CH3:23])=[O:20])[N:13]2[CH3:18])C1C=CC=CC=1>C(O)C.[C].[Pd]>[OH:8][C:9]1[CH:17]=[CH:16][CH:15]=[C:14]2[C:10]=1[CH:11]=[C:12]([C:19]([O:21][CH2:22][CH3:23])=[O:20])[N:13]2[CH3:18] |f:2.3|. Procedure details: To a solution (200 ml) of ethyl 4-benzyloxy-1-methylindole-2-carboxylate (13.0 g) in ethanol was added 10% palladium-carbon (1.3 g), and the mixture was stirred at room temperature for 8 hr under a hydrogen atmosphere. The palladium-carbon was filtered off with celite and the reaction mixture was concentrated under reduced pressure to give the title compound (8.0 g) as a brown oil.